Dataset: the Open Reaction Database (ORD), a public repository of structured organic reaction records. Task: describe an organic reaction: reactants, conditions, products, and yield Reported procedure: 252 mg (1 mmole) of 2-[3-chloro-4-(2-pyrazolin-1-yl)phenyl]propionic acid are heated to the boil for 8 hours with 250 mg of active manganese dioxide and 1 g molecular sieve 4 A*) in 10 ml of toluene. Filtration is effected, followed by extraction first with 1 N hydrochloric acid and then with 1 N sodium hydroxide. The aqueous alkaline extract is acidified and subsequently extracted with benzene; the resulting organic phase is dried to yield 2-[3-chloro-4-(pyrazol-1-yl)phenyl]propionic acid (m.p.... The solvent is C1(=CC=CC=C1)C (toluene). Reaction SMILES: [Cl:1][C:2]1[CH:3]=[C:4]([CH:13]([CH3:17])[C:14]([OH:16])=[O:15])[CH:5]=[CH:6][C:7]=1[N:8]1[CH2:12][CH2:11][CH:10]=[N:9]1>C1(C)C=CC=CC=1.[O-2].[O-2].[Mn+4]>[Cl:1][C:2]1[CH:3]=[C:4]([CH:13]([CH3:17])[C:14]([OH:16])=[O:15])[CH:5]=[CH:6][C:7]=1[N:8]1[CH:12]=[CH:11][CH:10]=[N:9]1 |f:2.3.4|. Reactants: ClC=1C=C(C=CC1N1N=CCC1)C(C(=O)O)C (2-[3-chloro-4-(2-pyrazolin-1-yl)phenyl]propionic acid). Reagents/catalysts: [O-2].[O-2].[Mn+4] (manganese dioxide). The product is ClC=1C=C(C=CC1N1N=CC=C1)C(C(=O)O)C (2-[3-chloro-4-(pyrazol-1-yl)phenyl]propionic acid). The reactants are OC1=C(C=C(C=O)C=C1)OCCO (4-hydroxy-3-(2-hydroxyethoxyl)benzaldehyde), [N+](=O)(O)[O-] (nitric acid), CCO (EtOH), ice water. Solvent: C(C)(=O)O (acetic acid). Conditions: temperature 0 celsius. RXN SMILES: [OH:1][C:2]1[CH:9]=[CH:8][C:5]([CH:6]=[O:7])=[CH:4][C:3]=1[O:10][CH2:11][CH2:12][OH:13].[N+:14]([O-])([OH:16])=[O:15].CCO>C(O)(=O)C>[OH:1][C:2]1[C:9]([N+:14]([O-:16])=[O:15])=[CH:8][C:5]([CH:6]=[O:7])=[CH:4][C:3]=1[O:10][CH2:11][CH2:12][OH:13]. Procedure: To the solution of 4-hydroxy-3-(2-hydroxyethoxyl)benzaldehyde in acetic acid (5 mL) was added 65% nitric acid (34.6 mg, 0.55 mmol) at 0° C., and the mixture was stirred at 0° C. 4 hours. The reaction mixture was poured into ice water followed by a standard aqueous/EtOH workup. Isolated 110 mg, yield 88.7% of Intermediate 10. The yield is 88.7%. Yields the product OC1=C(C=C(C=O)C=C1[N+](=O)[O-])OCCO (4-hydroxy-3-(2-hydroxyethoxy)-5-nitrobenzaldehyde). Starting materials: C1(=CC=CC=C1)C1=NOC2=C1C(C=1C=CC=CC1C2=O)=O (3-phenyl-4,9-dihydronaphtho-[2,3-d]isoxazole-4,9-dione). Solvent: CO (methanol). Product: C(C1=CC=CC=C1)(=N)C=1C(C2=CC=CC=C2C(C1O)=O)=O (2-benzimidoyl-3-hydroxy-1,4-naphthoquinone). Yield: 62.5%. RXN SMILES: [C:1]1([C:7]2[C:11]3[C:12](=[O:21])[C:13]4[CH:14]=[CH:15][CH:16]=[CH:17][C:18]=4[C:19](=[O:20])[C:10]=3[O:9][N:8]=2)[CH:6]=[CH:5][CH:4]=[CH:3][CH:2]=1>CO>[C:7]([C:11]1[C:12](=[O:21])[C:13]2[C:18]([C:19](=[O:20])[C:10]=1[OH:9])=[CH:17][CH:16]=[CH:15][CH:14]=2)(=[NH:8])[C:1]1[CH:2]=[CH:3][CH:4]=[CH:5][CH:6]=1. Reported procedure: A solution of 3-phenyl-4,9-dihydronaphtho-[2,3-d]isoxazole-4,9-dione (m.p. 133°-135°C, 500 mg) in methanol (400 ml) is irradiated by light of a low-pressure mercury lamp (35 W) at room temperature (20°-30°C) for 3 hours in argon atmosphere. After removal of methanol, the residue is extracted with chloroform. The extract is chromatographed on alumina. The chloroform insoluble residue is dissolved in a mixture of chloroform and methanol, and this solution is also chromatograped on alumina. The fra...